This data is from the Open Reaction Database (ORD), a public repository of structured organic reaction records. The task is: describe an organic reaction: reactants, conditions, products, and yield Starting materials: Na2S, [S] (sulfur), [N+](=O)([O-])C1=CC(=C(C=C1)C(C)(C)C)[N+](=O)[O-] (1,3-dinitro-4-tert-butylbenzene). The solvent is O (H2O), O (H2O). Product: C(C)(C)(C)C1=C(C=C(C=C1)N)[N+](=O)[O-] (4-tert-butyl-3-nitro-phenylamine). RXN SMILES: [N+:1]([C:4]1[CH:9]=[CH:8][C:7]([C:10]([CH3:13])([CH3:12])[CH3:11])=[C:6]([N+:14]([O-:16])=[O:15])[CH:5]=1)([O-])=O.[S]>O>[C:10]([C:7]1[CH:8]=[CH:9][C:4]([NH2:1])=[CH:5][C:6]=1[N+:14]([O-:16])=[O:15])([CH3:13])([CH3:11])[CH3:12] |^3:16|. Reported procedure: A mixture of 1,3-dinitro-4-tert-butylbenzene (10.0 g) in H2O (56 ml) was heated to reflux. A mixture of Na2S (21.42 g) and sulfur (2.85 g) in H2O (34 ml) was added over 1 h via an addition funnel. The reaction maintained at reflux for 1.5 h then cooled to RT and extracted with EtOAc. The organic extracts were combined and washed with H2O, brine, dried over MgSO4 and concentrated in vacuo to afford 4-tert-butyl-3-nitro-phenylamine which was used as is without further purification. The reactants are C1(CCCC1)C=1C=C(C(=O)O)C=C(N1)OC (2-cyclopentyl-6-methoxy-isonicotinic acid), ClC=1C=C(C(NO)=N)C=C(C1OCC(OC)OC)OC (3-chloro-4-(2,2-dimethoxyethoxy)-N-hydroxy-5-methoxybenzimidamide), N1CC(C1)C(=O)OCC (ethyl azetid ine-3-carboxylate). Product: ClC1=C(OCCN2CC(C2)C(=O)O)C(=CC(=C1)C1=NOC(=N1)C1=CC(=NC(=C1)OC)C1CCCC1)OC (1-(2-(2-Chloro-4-(5-(2-cyclopentyl-6-methoxypyridin-4-yl)-1,2,4-oxadiazol-3-yl)-6-methoxyphenoxy)ethyl)azetidine-3-carboxylic acid). As a reaction SMILES: [CH:1]1([C:6]2[CH:7]=[C:8]([CH:12]=[C:13]([O:15][CH3:16])[N:14]=2)[C:9]([OH:11])=O)[CH2:5][CH2:4][CH2:3][CH2:2]1.[Cl:17][C:18]1[CH:19]=[C:20]([CH:25]=[C:26]([O:35][CH3:36])[C:27]=1[O:28][CH2:29][CH:30](OC)OC)[C:21](=[NH:24])[NH:22]O.[NH:37]1[CH2:40][CH:39]([C:41]([O:43]CC)=[O:42])[CH2:38]1>>[Cl:17][C:18]1[CH:19]=[C:20]([C:21]2[N:22]=[C:9]([C:8]3[CH:12]=[C:13]([O:15][CH3:16])[N:14]=[C:6]([CH:1]4[CH2:2][CH2:3][CH2:4][CH2:5]4)[CH:7]=3)[O:11][N:24]=2)[CH:25]=[C:26]([O:35][CH3:36])[C:27]=1[O:28][CH2:29][CH2:30][N:37]1[CH2:40][CH:39]([C:41]([OH:43])=[O:42])[CH2:38]1. Procedure details: The title compound is prepared starting from 2-cyclopentyl-6-methoxy-isonicotinic acid, 3-chloro-4-(2,2-dimethoxyethoxy)-N-hydroxy-5-methoxybenzimidamide and ethyl azetid ine-3-carboxylate in analogy to Example 43 and 1 (saponification); LC-MS: tR=0.88 min, [M+H]+=528.92; 1H NMR (CDCl3): δ 7.79 (d, J=1.5 Hz, 1H), 7.57 (d, J=1.4 Hz, 1H), 7.45 (s, 1H), 7.24 (s, 1H), 5.96 (s br, 1H), 4.55-4.64 (m, 2H), 4.44-4.54 (m, 2H), 4.32-4.38 (m, 2H), 4.00 (s, 6H), 3.65-3.74 (m, 1H), 3.58-3.65 (m, 2H), 3.18-3.... Reactants: N1(CCCCC1)CCCCC=1N(C2=C(N1)C=CC(=C2)C#N)CCC (2-(4-piperidin-1-yl-butyl)-3-propyl-3H-benzimidazol-5-carbonitrile), [OH-].[Na+] (sodium hydroxide). Reagents/catalysts: [Ni] (Raney nickel). The solvent is C(C)O (ethanol). Reaction conditions: time 20 hour. Yields the product N1C(=NC=C1)CNCC1=CC2=C(N=C(N2CCC)CCCCN2CCCCC2)C=C1 ((1H-imidazol-2-ylmethyl)-[2-(4-piperidin-1-yl-butyl)-3-propyl-3H-benzimidazol-5-ylmethyl]-amine). The yield is 151.0%. As a reaction SMILES: [N:1]1([CH2:7][CH2:8][CH2:9][CH2:10][C:11]2[N:12]([CH2:22][CH2:23][CH3:24])[C:13]3[CH:19]=[C:18]([C:20]#[N:21])[CH:17]=[CH:16][C:14]=3[N:15]=2)[CH2:6][CH2:5][CH2:4][CH2:3][CH2:2]1.[OH-].[Na+]>C(O)C.[Ni]>[NH:12]1[CH:13]=[CH:14][N:15]=[C:11]1[CH2:10][NH:21][CH2:20][C:18]1[CH:17]=[CH:16][C:14]2[N:15]=[C:11]([CH2:10][CH2:9][CH2:8][CH2:7][N:1]3[CH2:6][CH2:5][CH2:4][CH2:3][CH2:2]3)[N:12]([CH2:22][CH2:23][CH3:24])[C:13]=2[CH:19]=1 |f:1.2|. Procedure details: The compound (451.8 mg) obtained in Example 61-3 was dissolved in ethanol (18.1 ml) and added with a 1 mol/l sodium hydroxide aqueous solution (4.52 ml) and Raney nickel. The whole was stirred at room temperature for 20 hours under a hydrogen atmosphere. The reaction solution was filtrated through Celite and the filtrate was concentrated under reduced pressure. The residue was added with water and the whole was subjected to separation/extraction with chloroform. The organic layer was washed with... Reactants: C(C)O (ethanol), aqueous solution, C([O-])([O-])=O.[Na+].[Na+] (sodium carbonate), BrC1=C(C=CC2=CC=CC=C12)OC (1-bromo-2-methoxynaphthalene), FC1=C(C=CC=C1)B(O)O (2-fluorophenylboronic acid). Reagents/catalysts: C=1C=CC(=CC1)[P](C=2C=CC=CC2)(C=3C=CC=CC3)[Pd]([P](C=4C=CC=CC4)(C=5C=CC=CC5)C=6C=CC=CC6)([P](C=7C=CC=CC7)(C=8C=CC=CC8)C=9C=CC=CC9)[P](C=1C=CC=CC1)(C=1C=CC=CC1)C=1C=CC=CC1 (tetrakis(triphenylphosphine)palladium(0)). The solvent is C1(=CC=CC=C1)C (toluene), C1(=CC=CC=C1)C (toluene). The product is FC1=C(C=CC=C1)C1=C(C=CC2=CC=CC=C12)OC (1-(2-Fluorophenyl)-2-methoxynaphthalene). Yield: 60.0%. As a reaction SMILES: Br[C:2]1[C:11]2[C:6](=[CH:7][CH:8]=[CH:9][CH:10]=2)[CH:5]=[CH:4][C:3]=1[O:12][CH3:13].[F:14][C:15]1[CH:20]=[CH:19][CH:18]=[CH:17][C:16]=1B(O)O.C(O)C.C(=O)([O-])[O-].[Na+].[Na+]>C1(C)C=CC=CC=1.C1C=CC([P]([Pd]([P](C2C=CC=CC=2)(C2C=CC=CC=2)C2C=CC=CC=2)([P](C2C=CC=CC=2)(C2C=CC=CC=2)C2C=CC=CC=2)[P](C2C=CC=CC=2)(C2C=CC=CC=2)C2C=CC=CC=2)(C2C=CC=CC=2)C2C=CC=CC=2)=CC=1>[F:14][C:15]1[CH:20]=[CH:19][CH:18]=[CH:17][C:16]=1[C:2]1[C:11]2[C:6](=[CH:7][CH:8]=[CH:9][CH:10]=2)[CH:5]=[CH:4][C:3]=1[O:12][CH3:13] |f:3.4.5,^1:43,45,64,83|. Procedure: Into a 500 mL three-neck flask were placed 8.7 g (35 mmol) of 1-bromo-2-methoxynaphthalene, and 5.0 g (35 mmol) of 2-fluorophenylboronic acid. The air in the flask was replaced with nitrogen. To this mixture were added 120 mL of toluene, 60 mL of ethanol, and 40 mL of an aqueous solution of sodium carbonate (2.0 mol/L). While the pressure was reduced, this mixture was stirred to be degassed. To this mixture was added 2.0 g (1.7 mmol) of tetrakis(triphenylphosphine)palladium(0), and the mixture w...